Dataset: the Open Reaction Database (ORD), a public repository of structured organic reaction records. Task: describe an organic reaction: reactants, conditions, products, and yield RXN SMILES: [CH2:1]([N:8]([CH2:21][C:22]1[CH:41]=[CH:40][C:25]([O:26][C:27]2[CH:28]=[C:29]([CH:37]=[CH:38][CH:39]=2)[O:30][CH2:31][CH2:32][CH2:33][C:34](O)=[O:35])=[CH:24][CH:23]=1)[C:9]1[CH:14]=[CH:13][CH:12]=[C:11]([NH:15][S:16]([CH3:19])(=[O:18])=[O:17])[C:10]=1[CH3:20])[C:2]1[CH:7]=[CH:6][CH:5]=[CH:4][CH:3]=1.Cl.C[O:44][C:45](=[O:51])[C@H:46]([CH:48]([CH3:50])[CH3:49])[NH2:47]>>[CH2:1]([N:8]([CH2:21][C:22]1[CH:23]=[CH:24][C:25]([O:26][C:27]2[CH:28]=[C:29]([CH:37]=[CH:38][CH:39]=2)[O:30][CH2:31][CH2:32][CH2:33][C:34]([NH:47][C@H:46]([C:45]([OH:44])=[O:51])[CH:48]([CH3:50])[CH3:49])=[O:35])=[CH:40][CH:41]=1)[C:9]1[CH:14]=[CH:13][CH:12]=[C:11]([NH:15][S:16]([CH3:19])(=[O:17])=[O:18])[C:10]=1[CH3:20])[C:2]1[CH:3]=[CH:4][CH:5]=[CH:6][CH:7]=1 |f:1.2|. The reactants are C(C1=CC=CC=C1)N(C1=C(C(=CC=C1)NS(=O)(=O)C)C)CC1=CC=C(OC=2C=C(OCCCC(=O)O)C=CC2)C=C1 (4-(3-{4-[(benzyl{2-methyl-3-[(methylsulfonyl)amino]phenyl}amino)methyl]phenoxy}phenoxy)butanoic acid), Cl.COC([C@@H](N)C(C)C)=O (L-valine methyl ester hydrochloride). Product: C(C1=CC=CC=C1)N(C1=C(C(=CC=C1)NS(=O)(=O)C)C)CC1=CC=C(OC=2C=C(OCCCC(=O)N[C@@H](C(C)C)C(=O)O)C=CC2)C=C1 (N-[4-(3-{4-[(benzyl{2-methyl-3-[(methylsulfonyl)amino]phenyl}amino)methyl]phenoxy}phenoxy)butanoyl]-L-valine). Reported procedure: The product from Example 116B (57 mg, 0.10 mmole) and L-valine methyl ester hydrochloride (34 mg, 0.20 mmole) were processed as in Example 279A and B to provide the titled compound. 1H NMR (500 MHz, DMSO-d6) δ12.03-12.85 (br.s, 1 H), 8.95 (s, 1 H), 7.96 (d, 1 H), 7.23 (m, 8 H), 7.04 (m, 1 H), 6.94 (m, 4 H), 6.68 (dd, 1 H), 6.49 (m, 2 H), 4.14 (dd, 1 H), 4.06 (s, 2 H), 4.03 (s, 2 H), 3.92 (t, 2 H), 2.91 (s, 3 H), 2.40 (s, 3 H), 2.31 (m, 2 H), 2.02 (m, 1 H), 1.90 (m, 2 H), 0.86 (s, 3 H), 0.85 (s, ... Reactants: [Br-], CCI, CCCC[N+](CCCC)(CCCC)CCCC, ClCCl, Oc1ccc(Br)cc1F, [Na+], [OH-], O. Product: CCOc1ccc(Br)cc1F. As a reaction SMILES: [Br-:18].[CH2:12]([CH3:13])[I:14].[CH2:19]([N+:20]([CH2:21][CH2:22][CH2:23][CH3:24])([CH2:25][CH2:26][CH2:27][CH3:28])[CH2:29][CH2:30][CH2:31][CH3:32])[CH2:33][CH2:34][CH3:35].[Cl:15][CH2:16][Cl:17].[F:1][c:2]1[c:3]([OH:9])[cH:4][cH:5][c:6]([Br:8])[cH:7]1.[Na+:11].[OH-:10].[OH2:36]>>[F:1][c:2]1[c:3]([O:9][CH2:12][CH3:13])[cH:4][cH:5][c:6]([Br:8])[cH:7]1. The reactants are CCOC(=O)c1ccc(-c2cc(N)ccc2C)cc1, CN1CCOCC1, O=C(O)c1ccc(N2CCOCC2)cc1, CN(C)C=O, On1nnc2ccccc21. Yields the product CCOC(=O)c1ccc(-c2cc(NC(=O)c3ccc(N4CCOCC4)cc3)ccc2C)cc1. Reaction SMILES: [CH2:1]([CH3:2])[O:3][C:4](=[O:5])[c:6]1[cH:7][cH:8][c:9](-[c:12]2[c:13]([CH3:19])[cH:14][cH:15][c:16]([NH2:18])[cH:17]2)[cH:10][cH:11]1.[CH3:35][N:36]1[CH2:37][CH2:38][O:39][CH2:40][CH2:41]1.[O:20]1[CH2:21][CH2:22][N:23]([c:26]2[cH:27][cH:28][c:29]([C:30](=[O:31])[OH:32])[cH:33][cH:34]2)[CH2:24][CH2:25]1.[O:52]=[CH:53][N:54]([CH3:55])[CH3:56].[OH:42][n:43]1[c:44]2[cH:45][cH:46][cH:47][cH:48][c:49]2[n:50][n:51]1>>[CH2:1]([CH3:2])[O:3][C:4](=[O:5])[c:6]1[cH:7][cH:8][c:9](-[c:12]2[c:13]([CH3:19])[cH:14][cH:15][c:16]([NH:18][C:30]([c:29]3[cH:28][cH:27][c:26]([N:23]4[CH2:22][CH2:21][O:20][CH2:25][CH2:24]4)[cH:34][cH:33]3)=[O:31])[cH:17]2)[cH:10][cH:11]1. Starting materials: Brc1c[nH]cn1, CC(C)Oc1ccccc1B(O)O, [Na+], [Na+], O=C([O-])[O-], C1COCCO1, c1ccc(P(c2ccccc2)(c2ccccc2)[Pd](P(c2ccccc2)(c2ccccc2)c2ccccc2)(P(c2ccccc2)(c2ccccc2)c2ccccc2)P(c2ccccc2)(c2ccccc2)c2ccccc2)cc1. The product is CC(C)Oc1ccccc1-c1c[nH]cn1. As a reaction SMILES: [Br:1][c:2]1[n:3][cH:4][nH:5][cH:6]1.[CH:7]([CH3:8])([CH3:9])[O:10][c:11]1[c:12]([B:17]([OH:18])[OH:19])[cH:13][cH:14][cH:15][cH:16]1.[Na+:20].[Na+:21].[O-:22][C:23](=[O:24])[O-:25].[O:26]1[CH2:27][CH2:28][O:29][CH2:30][CH2:31]1.[cH:32]1[cH:33][cH:34][c:35]([P:36]([Pd:37]([P:38]([c:39]2[cH:40][cH:41][cH:42][cH:43][cH:44]2)([c:45]2[cH:46][cH:47][cH:48][cH:49][cH:50]2)[c:51]2[cH:52][cH:53][cH:54][cH:55][cH:56]2)([P:57]([c:58]2[cH:59][cH:60][cH:61][cH:62][cH:63]2)([c:64]2[cH:65][cH:66][cH:67][cH:68][cH:69]2)[c:70]2[cH:71][cH:72][cH:73][cH:74][cH:75]2)[P:76]([c:77]2[cH:78][cH:79][cH:80][cH:81][cH:82]2)([c:83]2[cH:84][cH:85][cH:86][cH:87][cH:88]2)[c:89]2[cH:90][cH:91][cH:92][cH:93][cH:94]2)([c:95]2[cH:96][cH:97][cH:98][cH:99][cH:100]2)[c:101]2[cH:102][cH:103][cH:104][cH:105][cH:106]2)[cH:107][cH:108]1>>[c:2]1(-[c:12]2[c:11]([O:10][CH:7]([CH3:8])[CH3:9])[cH:16][cH:15][cH:14][cH:13]2)[n:3][cH:4][nH:5][cH:6]1. The reactants are [H][H] (hydrogen), CC(/C=C/C(=O)OCC)(COC1OCCCC1)C (ethyl (2E)-4,4-dimethyl-5-(tetrahydro-2H-pyran-2-yloxy)pent-2-enoate), CCOC(=O)C.CCCCCC (EtOAc hexane). Reagents/catalysts: [Pt] (Pt on carbon). The solvent is C(C)O (ethanol). Product: CC(CCC(=O)OCC)(COC1OCCCC1)C (ethyl 4,4-dimethyl-5-(tetrahydro-2H-pyran-2-yloxy)pentanoate). Reaction SMILES: [CH3:1][C:2]([CH3:18])([CH2:10][O:11][CH:12]1[CH2:17][CH2:16][CH2:15][CH2:14][O:13]1)/[CH:3]=[CH:4]/[C:5]([O:7][CH2:8][CH3:9])=[O:6].[H][H].CCOC(C)=O.CCCCCC>C(O)C.[Pt]>[CH3:18][C:2]([CH3:1])([CH2:10][O:11][CH:12]1[CH2:17][CH2:16][CH2:15][CH2:14][O:13]1)[CH2:3][CH2:4][C:5]([O:7][CH2:8][CH3:9])=[O:6] |f:2.3|. Procedure details: A mixture of ethyl (2E)-4,4-dimethyl-5-(tetrahydro-2H-pyran-2-yloxy)pent-2-enoate (23 g, 90 mmol) and 5% Pt on carbon (3 g, 14.65 mmol) in ethanol (200 mL) was shaken on the Parr under 45 psi of hydrogen for 5 days (complete conversion by TLC: 10% EtOAc/hexane-no UV active spots). The catalyst was filtered off catalyst and the filtrate concentrated. Drying under vacuum gave ethyl 4,4-dimethyl-5-(tetrahydro-2H-pyran-2-yloxy)pentanoate as a colorless oil: 1H NMR (400 MHz, CDCl3) δ 4.7 (t, 1H), 4.1... Reactants: [Cs+], [F-], COC(=O)C1CN(Cc2ccc(-c3nc4ccc([Sn](C)(C)C)nc4s3)c(F)c2)C1, C=C(OS(=O)(=O)C(F)(F)F)c1ccccc1F, [Pd], c1ccc(P(c2ccccc2)c2ccccc2)cc1, c1ccc(P(c2ccccc2)c2ccccc2)cc1, c1ccc(P(c2ccccc2)c2ccccc2)cc1, c1ccc(P(c2ccccc2)c2ccccc2)cc1. Product: C=C(c1ccc2nc(-c3ccc(CN4CC(C(=O)OC)C4)cc3F)sc2n1)c1ccccc1F. RXN SMILES: [Cs+:2].[F-:1].[F:20][c:21]1[cH:22][c:23]([CH2:40][N:41]2[CH2:42][CH:43]([C:45](=[O:46])[O:47][CH3:48])[CH2:44]2)[cH:24][cH:25][c:26]1-[c:27]1[s:28][c:29]2[n:30][c:31]([Sn:36]([CH3:37])([CH3:38])[CH3:39])[cH:32][cH:33][c:34]2[n:35]1.[F:3][C:4]([F:5])([F:6])[S:7]([O:8][C:9](=[CH2:10])[c:11]1[c:12]([F:17])[cH:13][cH:14][cH:15][cH:16]1)(=[O:18])=[O:19].[Pd:49].[c:107]1([P:108]([c:109]2[cH:110][cH:111][cH:112][cH:113][cH:114]2)[c:115]2[cH:116][cH:117][cH:118][cH:119][cH:120]2)[cH:121][cH:122][cH:123][cH:124][cH:125]1.[c:50]1([P:51]([c:52]2[cH:53][cH:54][cH:55][cH:56][cH:57]2)[c:58]2[cH:59][cH:60][cH:61][cH:62][cH:63]2)[cH:64][cH:65][cH:66][cH:67][cH:68]1.[c:69]1([P:70]([c:71]2[cH:72][cH:73][cH:74][cH:75][cH:76]2)[c:77]2[cH:78][cH:79][cH:80][cH:81][cH:82]2)[cH:83][cH:84][cH:85][cH:86][cH:87]1.[c:88]1([P:89]([c:90]2[cH:91][cH:92][cH:93][cH:94][cH:95]2)[c:96]2[cH:97][cH:98][cH:99][cH:100][cH:101]2)[cH:102][cH:103][cH:104][cH:105][cH:106]1>>[C:9](=[CH2:10])([c:11]1[c:12]([F:17])[cH:13][cH:14][cH:15][cH:16]1)[c:31]1[n:30][c:29]2[s:28][c:27](-[c:26]3[c:21]([F:20])[cH:22][c:23]([CH2:40][N:41]4[CH2:42][CH:43]([C:45](=[O:46])[O:47][CH3:48])[CH2:44]4)[cH:24][cH:25]3)[n:35][c:34]2[cH:33][cH:32]1. Starting materials: C(C(C)(C)C)(=O)O[C@H]1[C@@H](O[C@@H]([C@H]([C@@H]1OC(C(C)(C)C)=O)OC(C(C)(C)C)=O)COC(C(C)(C)C)=O)OC1=NNC2=NC=CC(=C21)CCC2=CC=C(C=C2)OC(C(C)(C)C)=O (3-(2,3,4,6-tetra-O-pivaloyl-β-D-glucopyranosyloxy)-4-[2-(4-pivaloyloxyphenyl)ethyl]-1H-pyrazolo-[3,4-b]pyridine), C([O-])([O-])=O.[Cs+].[Cs+] (cesium carbonate), IC(C)C (2-iodopropane). The solvent is CC(=O)C (acetone). Reaction conditions: time 2 day. Yields the product C(C)(C)N1N=C(C=2C1=NC=CC2CCC2=CC=C(C=C2)OC(C(C)(C)C)=O)O[C@H]2[C@H](OC(C(C)(C)C)=O)[C@@H](OC(C(C)(C)C)=O)[C@H](OC(C(C)(C)C)=O)[C@H](O2)COC(C(C)(C)C)=O (1-isopropyl-3-(2,3,4,6-tetra-O-pivaloyl-β-D-glucopyranosyloxy)-4-[2-(4-pivaloyloxyphenyl)ethyl]-1H-pyrazolo[3,4-b]pyridine). As a reaction SMILES: [C:1]([O:7][C@@H:8]1[C@@H:13]([O:14][C:15](=[O:20])[C:16]([CH3:19])([CH3:18])[CH3:17])[C@H:12]([O:21][C:22](=[O:27])[C:23]([CH3:26])([CH3:25])[CH3:24])[C@@H:11]([CH2:28][O:29][C:30](=[O:35])[C:31]([CH3:34])([CH3:33])[CH3:32])[O:10][C@H:9]1[O:36][C:37]1[C:45]2[C:40](=[N:41][CH:42]=[CH:43][C:44]=2[CH2:46][CH2:47][C:48]2[CH:53]=[CH:52][C:51]([O:54][C:55](=[O:60])[C:56]([CH3:59])([CH3:58])[CH3:57])=[CH:50][CH:49]=2)[NH:39][N:38]=1)(=[O:6])[C:2]([CH3:5])([CH3:4])[CH3:3].C(=O)([O-])[O-].[Cs+].[Cs+].I[CH:68]([CH3:70])[CH3:69]>CC(C)=O>[CH:68]([N:39]1[C:40]2=[N:41][CH:42]=[CH:43][C:44]([CH2:46][CH2:47][C:48]3[CH:49]=[CH:50][C:51]([O:54][C:55](=[O:60])[C:56]([CH3:59])([CH3:58])[CH3:57])=[CH:52][CH:53]=3)=[C:45]2[C:37]([O:36][C@@H:9]2[O:10][C@H:11]([CH2:28][O:29][C:30](=[O:35])[C:31]([CH3:33])([CH3:34])[CH3:32])[C@@H:12]([O:21][C:22](=[O:27])[C:23]([CH3:26])([CH3:25])[CH3:24])[C@H:13]([O:14][C:15](=[O:20])[C:16]([CH3:17])([CH3:19])[CH3:18])[C@H:8]2[O:7][C:1](=[O:6])[C:2]([CH3:3])([CH3:4])[CH3:5])=[N:38]1)([CH3:70])[CH3:69] |f:1.2.3|. Procedure: To a solution of 3-(2,3,4,6-tetra-O-pivaloyl-β-D-glucopyranosyloxy)-4-[2-(4-pivaloyloxyphenyl)ethyl]-1H-pyrazolo-[3,4-b]pyridine (84 mg) in acetone (1.5 mL) were added cesium carbonate (0.11 g) and 2-iodopropane (0.03 mL), and the mixture was stirred at room temperature for 2 days. The reaction mixture was purified by column chromatography on silica gel (eluent: n-hexane/ethyl acetate=10/1-2/1) to give 1-isopropyl-3-(2,3,4,6-tetra-O-pivaloyl-β-D-glucopyranosyloxy)-4-[2-(4-pivaloyloxyphenyl)ethyl... Reactants: C(#N)C1=CC(=C(C=C1C(C)C)S(=O)(=O)N)C(C)C (4-cyano-2,5-diisopropylbenzenesulfonamide), C(C)(=O)OC(C)=O (acetic anhydride). The product is C(C)(=O)NS(=O)(=O)C1=C(C=C(C(=C1)C(C)C)C#N)C(C)C (N-Acetyl-4-cyano-2,5-diisopropylbenzenesulfonamide). Reaction SMILES: [C:1]([C:3]1[C:8]([CH:9]([CH3:11])[CH3:10])=[CH:7][C:6]([S:12]([NH2:15])(=[O:14])=[O:13])=[C:5]([CH:16]([CH3:18])[CH3:17])[CH:4]=1)#[N:2].[C:19](OC(=O)C)(=[O:21])[CH3:20]>>[C:19]([NH:15][S:12]([C:6]1[CH:7]=[C:8]([CH:9]([CH3:11])[CH3:10])[C:3]([C:1]#[N:2])=[CH:4][C:5]=1[CH:16]([CH3:18])[CH3:17])(=[O:14])=[O:13])(=[O:21])[CH3:20]. Procedure: A mechanically stirred mixture of 8 parts of 4-cyano-2,5-diisopropylbenzenesulfonamide and 50 parts of acetic anhydride was heated near reflux for 6 hours. The reaction was concentrated in vacuo to give a solid which was recrystallized from ethanol-water, and then exhibited a m.p. of 170°-173°. Reactants: CCC1C=C(C)CC(C)CC(OC)C2OC(O)(C(=O)C(=O)N3CCCCC3C(=O)OC(C(C)=CC3CCC(OCc4ccc(C=O)cc4)C(OC)C3)C(C)C(O[Si](C)(C)C(C)(C)C)CC1=O)C(C)CC2OC, CC=C(C)C, CC(C)(C)O, [O-][Cl+][O-], [Na+], [Na+], O=P([O-])(O)O. Product: CCC1C=C(C)CC(C)CC(OC)C2OC(O)(C(=O)C(=O)N3CCCCC3C(=O)OC(C(C)=CC3CCC(OCc4ccc(C(=O)O)cc4)C(OC)C3)C(C)C(O[Si](C)(C)C(C)(C)C)CC1=O)C(C)CC2OC. RXN SMILES: [CH2:1]([CH3:2])[CH:3]1[C:4](=[O:72])[CH2:5][CH:6]([O:64][Si:65]([CH3:66])([CH3:67])[C:68]([CH3:69])([CH3:70])[CH3:71])[CH:7]([CH3:63])[CH:8]([C:42](=[CH:43][CH:44]2[CH2:45][CH:46]([O:60][CH3:61])[CH:47]([O:50][CH2:51][c:52]3[cH:53][cH:54][c:55]([CH:58]=[O:59])[cH:56][cH:57]3)[CH2:48][CH2:49]2)[CH3:62])[O:9][C:10](=[O:41])[CH:11]2[CH2:12][CH2:13][CH2:14][CH2:15][N:16]2[C:17](=[O:40])[C:18](=[O:39])[C:19]2([OH:38])[CH:20]([CH3:37])[CH2:21][CH:22]([O:35][CH3:36])[CH:23]([CH:24]([O:32][CH3:33])[CH2:25][CH:26]([CH3:31])[CH2:27][C:28]([CH3:30])=[CH:29]1)[O:34]2.[CH3:73][C:74](=[CH:75][CH3:76])[CH3:77].[CH3:88][C:89]([OH:90])([CH3:91])[CH3:92].[Cl+:78]([O-:79])[O-:80].[Na+:81].[Na+:87].[P:82]([O-:83])([OH:84])([OH:85])=[O:86]>>[CH2:1]([CH3:2])[CH:3]1[C:4](=[O:72])[CH2:5][CH:6]([O:64][Si:65]([CH3:66])([CH3:67])[C:68]([CH3:69])([CH3:70])[CH3:71])[CH:7]([CH3:63])[CH:8]([C:42](=[CH:43][CH:44]2[CH2:45][CH:46]([O:60][CH3:61])[CH:47]([O:50][CH2:51][c:52]3[cH:53][cH:54][c:55]([C:58](=[O:59])[OH:79])[cH:56][cH:57]3)[CH2:48][CH2:49]2)[CH3:62])[O:9][C:10](=[O:41])[CH:11]2[CH2:12][CH2:13][CH2:14][CH2:15][N:16]2[C:17](=[O:40])[C:18](=[O:39])[C:19]2([OH:38])[CH:20]([CH3:37])[CH2:21][CH:22]([O:35][CH3:36])[CH:23]([CH:24]([O:32][CH3:33])[CH2:25][CH:26]([CH3:31])[CH2:27][C:28]([CH3:30])=[CH:29]1)[O:34]2. Starting materials: C1COCCO1, CN(C)C#N, Cl, c1cn[nH]c1. Yields the product Cl, CN(C)C(=N)n1cccn1. Reaction SMILES: [CH2:12]1[O:13][CH2:14][CH2:15][O:16][CH2:17]1.[CH3:6][N:7]([C:8]#[N:9])[CH3:10].[ClH:11].[nH:1]1[n:2][cH:3][cH:4][cH:5]1>>[ClH:11].[n:1]1([C:8]([N:7]([CH3:6])[CH3:10])=[NH:9])[n:2][cH:3][cH:4][cH:5]1.